This data is from the Open Reaction Database (ORD), a public repository of structured organic reaction records. The task is: describe an organic reaction: reactants, conditions, products, and yield Starting materials: O=C(Cl)C(=O)Cl, Fc1cccc2[nH]ccc12. Yields the product O=C(Cl)C(=O)c1c[nH]c2cccc(F)c12. Reaction SMILES: [Cl:11][C:12](=[O:13])[C:14](=[O:15])[Cl:16].[F:1][c:2]1[c:3]2[cH:4][cH:5][nH:6][c:7]2[cH:8][cH:9][cH:10]1>>[F:1][c:2]1[c:3]2[c:4]([C:14]([C:12]([Cl:11])=[O:13])=[O:15])[cH:5][nH:6][c:7]2[cH:8][cH:9][cH:10]1. Reactants: CC(=O)[O-], CC(=O)[O-], CC(C)CN1CCN2CCN(CC(C)C)P1N(CC(C)C)CC2, Cc1nc(S(C)(=O)=O)ccc1N, CC(C)(C)[O-], COc1c(Cl)ncnc1OC1CCN(C(=O)OC(C)C)CC1, [Na+], C1COCCO1, [Pd+2]. Yields the product COc1c(Nc2ccc(S(C)(=O)=O)nc2C)ncnc1OC1CCN(C(=O)OC(C)C)CC1, Cl. Reaction SMILES: [C:70]([O-:71])(=[O:72])[CH3:73].[C:75]([O-:76])(=[O:77])[CH3:78].[CH2:35]([N:36]1[CH2:37][CH2:38][N:39]2[CH2:40][CH2:41][N:42]([CH2:43][CH:44]([CH3:45])[CH3:46])[P:47]1[N:48]([CH2:49][CH:50]([CH3:51])[CH3:52])[CH2:53][CH2:54]2)[CH:55]([CH3:56])[CH3:57].[CH3:23][c:24]1[n:25][c:26]([S:31](=[O:32])(=[O:33])[CH3:34])[cH:27][cH:28][c:29]1[NH2:30].[CH3:58][C:59]([O-:60])([CH3:61])[CH3:62].[CH:1]([CH3:2])([CH3:3])[O:4][C:5](=[O:6])[N:7]1[CH2:8][CH2:9][CH:10]([O:13][c:14]2[n:15][cH:16][n:17][c:18]([Cl:22])[c:19]2[O:20][CH3:21])[CH2:11][CH2:12]1.[Na+:63].[O:64]1[CH2:65][CH2:66][O:67][CH2:68][CH2:69]1.[Pd+2:74]>>[CH:1]([CH3:2])([CH3:3])[O:4][C:5](=[O:6])[N:7]1[CH2:8][CH2:9][CH:10]([O:13][c:14]2[n:15][cH:16][n:17][c:18]([NH:30][c:29]3[c:24]([CH3:23])[n:25][c:26]([S:31](=[O:32])(=[O:33])[CH3:34])[cH:27][cH:28]3)[c:19]2[O:20][CH3:21])[CH2:11][CH2:12]1.[ClH:22].